Dataset: the Open Reaction Database (ORD), a public repository of structured organic reaction records. Task: describe an organic reaction: reactants, conditions, products, and yield Starting materials: FC1=C(C=CC(=C1)B1OC(C(O1)(C)C)(C)C)C=1N=CC(=NC1)N (5-(2-fluoro-4-(4,4,5,5-tetramethyl-1,3,2-dioxaborolan-2-yl)phenyl)pyrazin-2-amine), BrC1=C(C=CC=C1)NS(=O)(=O)N1CCOCC1 (N-(2-bromophenyl)morpholine-4-sulfonamide). The product is NC=1N=CC(=NC1)C1=C(C=C(C=C1)C1=C(C=CC=C1)NS(=O)(=O)N1CCOCC1)F (N-[4′-(5-Aminopyrazin-2-yl)-3′-fluorobiphenyl-2-yl]morpholine-4-sulfonamide). Reaction SMILES: [F:1][C:2]1[CH:7]=[C:6](B2OC(C)(C)C(C)(C)O2)[CH:5]=[CH:4][C:3]=1[C:17]1[N:18]=[CH:19][C:20]([NH2:23])=[N:21][CH:22]=1.Br[C:25]1[CH:30]=[CH:29][CH:28]=[CH:27][C:26]=1[NH:31][S:32]([N:35]1[CH2:40][CH2:39][O:38][CH2:37][CH2:36]1)(=[O:34])=[O:33]>>[NH2:23][C:20]1[N:21]=[CH:22][C:17]([C:3]2[CH:4]=[CH:5][C:6]([C:25]3[CH:30]=[CH:29][CH:28]=[CH:27][C:26]=3[NH:31][S:32]([N:35]3[CH2:40][CH2:39][O:38][CH2:37][CH2:36]3)(=[O:34])=[O:33])=[CH:7][C:2]=2[F:1])=[N:18][CH:19]=1. Procedure: The title compound was prepared in a manner similar to that described in Example 571 using 5-(2-fluoro-4-(4,4,5,5-tetramethyl-1,3,2-dioxaborolan-2-yl)phenyl)pyrazin-2-amine and N-(2-bromophenyl)morpholine-4-sulfonamide. MS (ESI): mass calcd. for C20H20FN5O3S, 429.13; m/z found, 430.2 [M+H]+. 1H NMR (500 MHz, CDCl3) δ 8.45 (s, 1H), 8.34 (d, J=1.4, 1H), 8.14 (m, 1H), 7.63 (d, J=8.0, 1H), 7.43-7.35 (m, 1H), 7.31 (dd, J=8.0, 1.7, 1H), 7.24-7.19 (m, 2H), 6.39 (s, 1H), 3.67 (dd, J=5.8, 3.7, 4H), 3.23-... As a reaction SMILES: [CH2:11]([Li:12])[CH2:13][CH2:14][CH3:15].[CH2:22]([CH3:23])[CH:24]([CH2:25][CH3:26])[c:27]1[c:28]2[n:29]([n:30][c:31]([CH3:33])[cH:32]1)[c:34]([I:38])[c:35]([CH3:37])[n:36]2.[CH2:39]1[O:40][CH2:41][CH2:42][CH2:43]1.[CH3:16][CH2:17][CH2:18][CH2:19][CH2:20][CH3:21].[Cl:1][c:2]1[cH:3][s:4][c:5]2[n:6][cH:7][cH:8][cH:9][c:10]12>>[Cl:1][c:2]1[c:3](-[c:34]2[n:29]3[c:28]([c:27]([CH:24]([CH2:22][CH3:23])[CH2:25][CH3:26])[cH:32][c:31]([CH3:33])[n:30]3)[n:36][c:35]2[CH3:37])[s:4][c:5]2[n:6][cH:7][cH:8][cH:9][c:10]12. Yields the product CCC(CC)c1cc(C)nn2c(-c3sc4ncccc4c3Cl)c(C)nc12. Starting materials: [Li]CCCC, CCC(CC)c1cc(C)nn2c(I)c(C)nc12, C1CCOC1, CCCCCC, Clc1csc2ncccc12.